Dataset: the Open Reaction Database (ORD), a public repository of structured organic reaction records. Task: describe an organic reaction: reactants, conditions, products, and yield The reactants are C(C1=CC=CC=C1)OC=1C=C(C=CC1[N+](=O)[O-])CCC=1N=C2N(C=CC=C2)C1C (2-[2-(3-benzyloxy-4-nitrophenyl)ethyl]-3-methylimidazo[1,2-a]pyridine). Reagents/catalysts: [Pd] (Palladium on carbon). The solvent is CO (methanol), O1CCCC1 (tetrahydrofuran). Conditions: time 3 hour. Product: NC1=C(C=C(C=C1)CCC=1N=C2N(C=CC=C2)C1C)O (2-[2-(4-amino-3-hydroxyphenyl)ethyl]-3-methylimidazo[1,2-a]pyridine). Isolated yield 30.5%. RXN SMILES: C([O:8][C:9]1[CH:10]=[C:11]([CH2:18][CH2:19][C:20]2[N:21]=[C:22]3[CH:27]=[CH:26][CH:25]=[CH:24][N:23]3[C:28]=2[CH3:29])[CH:12]=[CH:13][C:14]=1[N+:15]([O-])=O)C1C=CC=CC=1>[Pd].CO.O1CCCC1>[NH2:15][C:14]1[CH:13]=[CH:12][C:11]([CH2:18][CH2:19][C:20]2[N:21]=[C:22]3[CH:27]=[CH:26][CH:25]=[CH:24][N:23]3[C:28]=2[CH3:29])=[CH:10][C:9]=1[OH:8]. Reported procedure: 10% Palladium on carbon (3.0 g) was added to a mixture of 2-[2-(3-benzyloxy-4-nitrophenyl)ethyl]-3-methylimidazo[1,2-a]pyridine (6.5 g) in a mixture of methanol and tetrahydrofuran, and the mixture was subjected to catalytic reduction under. atmospheric pressure for 3 hours at ambient temperature. The catalyst was removed by filtration and the filtrate was evaporated in vacuo. The residue was purified by a column chromatography on silica gel, and eluted with a mixture of chloroform and methanol ... Reactants: BrCCCCCC1=CC=C(C=C1)CCCCCBr (1,4-bis(5-bromopentyl)benzene), CN1CC=CC=C1 (N-methylpyridine). Solvent: C(C)O (ethanol). Conditions: time 8 hour. Product: [Br-].[Br-].C[N+]1(CCCCC1)C(CCCC1=CC=CC=C1)C.C[N+]1(CCCCC1)C(CCCC1=CC=CC=C1)C (4-(1-methyl-1-piperidinio)pentylbenzene dibromide). RXN SMILES: [Br:1][CH2:2][CH2:3][CH2:4][CH2:5][CH2:6][C:7]1[CH:12]=[CH:11][C:10]([CH2:13][CH2:14][CH2:15][CH2:16][CH2:17]Br)=[CH:9][CH:8]=1.[CH3:19][N:20]1[CH:25]=[CH:24][CH:23]=[CH:22][CH2:21]1>C(O)C>[Br-:1].[Br-:1].[CH3:19][N+:20]1([CH:16]([CH3:17])[CH2:15][CH2:14][CH2:13][C:10]2[CH:9]=[CH:8][CH:7]=[CH:12][CH:11]=2)[CH2:25][CH2:24][CH2:23][CH2:22][CH2:21]1.[CH3:19][N+:20]1([CH:3]([CH3:2])[CH2:4][CH2:5][CH2:6][C:7]2[CH:12]=[CH:11][CH:10]=[CH:9][CH:8]=2)[CH2:21][CH2:22][CH2:23][CH2:24][CH2:25]1 |f:3.4.5.6|. Reported procedure: To a solution of 376 mg of 1,4-bis(5-bromopentyl)benzene in 2 ml of absolute ethanol, 365 μl of N-methylpyridine was added, and the mixture was refluxed for 5 hours. After concentration under a reduced pressure and addition of acetone, and the mixture was allowed to stand overnight. The product was filtered and recrystallized from ethanol (0.5 ml)--acetone (2 ml) to obtain 455 mg of the title compound as a colorless crystal. Starting materials: C1(=CC=CC=C1)S(=O)(=O)Cl (Benzenesulfonyl chloride), OC(CCCCC1=CC=CC=C1)C1(CCCC1)C(=O)O (1-(1-Hydroxy-5-phenylpentyl)cyclopentane carboxylic acid), ice. The solvent is N1=CC=CC=C1 (pyridine). Conditions: temperature 0 celsius, time 8 hour. Product: C1(=CC=CC=C1)CCCCC1OC(C12CCCC2)=O (3-(4-phenylbutyl)-2-oxaspiro[3,4]octan-1-one). The yield is 53.0%. As a reaction SMILES: O[CH:2]([C:13]1([C:18]([OH:20])=[O:19])[CH2:17][CH2:16][CH2:15][CH2:14]1)[CH2:3][CH2:4][CH2:5][CH2:6][C:7]1[CH:12]=[CH:11][CH:10]=[CH:9][CH:8]=1.C1(S(Cl)(=O)=O)C=CC=CC=1>N1C=CC=CC=1>[C:7]1([CH2:6][CH2:5][CH2:4][CH2:3][CH:2]2[C:13]3([CH2:14][CH2:15][CH2:16][CH2:17]3)[C:18](=[O:19])[O:20]2)[CH:8]=[CH:9][CH:10]=[CH:11][CH:12]=1. Procedure details: 1-(1-Hydroxy-5-phenylpentyl)cyclopentane carboxylic acid (11.3 g, 40.9 mmol) is dissolved in pyridine (90 mL) and cooled to 0° C. Benzenesulfonyl chloride (10.4 mL, 81 mmol) is added over 1 minute and the reaction is kept at 0° C. overnight. The reaction is poured into ice (100 mL) and the product extracted into ether (2×100 mL). The ether layer is washed with NaHCO3 (100 mL), 1 N HCl (100 mL) and water (2×100 mL). The solution is dried over MgSO4 and the solvent removed in vacuo (without heat).... The reactants are C(C)(C)(C)OC(=O)N1C[C@H]([C@@H](CC1)C(=O)O)C1=CC=C(C=C1)F ((3R*,4R*)-1-tert-butoxycarbonyl-3-(4-fluorophenyl)piperidine-4-carboxylic acid), S(=O)(Cl)Cl (thionyl chloride), CO (MeOH). Run at time 12 hour. Yields the product Cl.FC1=CC=C(C=C1)[C@@H]1CNCC[C@H]1C(=O)OC (Methyl (3R*,4R*)-3-(4-fluorophenyl)piperidine-4-carboxylate hydrochloride salt). As a reaction SMILES: C(OC([N:8]1[CH2:13][CH2:12][C@@H:11]([C:14]([OH:16])=[O:15])[C@H:10]([C:17]2[CH:22]=[CH:21][C:20]([F:23])=[CH:19][CH:18]=2)[CH2:9]1)=O)(C)(C)C.S(Cl)([Cl:26])=O.[CH3:28]O>>[ClH:26].[F:23][C:20]1[CH:21]=[CH:22][C:17]([C@H:10]2[C@H:11]([C:14]([O:16][CH3:28])=[O:15])[CH2:12][CH2:13][NH:8][CH2:9]2)=[CH:18][CH:19]=1 |f:3.4|. Procedure details: (3R*,4R*)-1-tert-butoxycarbonyl-3-(4-fluorophenyl)piperidine-4-carboxylic acid (2.00 g, 6.19 mmol, prepared according to the procedure disclosed in WO 02/068387) in MeOH (20 ml) was treated dropwise with thionyl chloride (0.497 ml, 6.80 mmol) at rt. The mixture was stirred at rt for 12 h and then concentrated to afford the title compound. HPLC/MS: 238.0 (M+1); Rt=0.29 min. Starting materials: CCOC(=O)c1c(C2CC2)nc(CC)n1Cc1ccc2oc(-c3ccccc3NS(=O)(=O)C(F)(F)F)c(Br)c2c1, CO, [Na+], [OH-], O. Yields the product CCc1nc(C2CC2)c(C(=O)O)n1Cc1ccc2oc(-c3ccccc3NS(=O)(=O)C(F)(F)F)c(Br)c2c1. RXN SMILES: [Br:1][c:2]1[c:3](-[c:27]2[c:28]([NH:33][S:34](=[O:35])(=[O:36])[C:37]([F:38])([F:39])[F:40])[cH:29][cH:30][cH:31][cH:32]2)[o:4][c:5]2[c:6]1[cH:7][c:8]([CH2:11][n:12]1[c:13]([CH2:25][CH3:26])[n:14][c:15]([CH:22]3[CH2:23][CH2:24]3)[c:16]1[C:17](=[O:18])[O:19][CH2:20][CH3:21])[cH:9][cH:10]2.[CH3:41][OH:42].[Na+:44].[OH-:43].[OH2:45]>>[Br:1][c:2]1[c:3](-[c:27]2[c:28]([NH:33][S:34](=[O:35])(=[O:36])[C:37]([F:38])([F:39])[F:40])[cH:29][cH:30][cH:31][cH:32]2)[o:4][c:5]2[c:6]1[cH:7][c:8]([CH2:11][n:12]1[c:13]([CH2:25][CH3:26])[n:14][c:15]([CH:22]3[CH2:23][CH2:24]3)[c:16]1[C:17](=[O:18])[OH:19])[cH:9][cH:10]2.